The task is: describe an organic reaction: reactants, conditions, products, and yield. This data is from the Open Reaction Database (ORD), a public repository of structured organic reaction records. Starting materials: [OH-].[K+] (Potassium hydroxide), COC(=O)C1SCC2=CC(=CC=C2C1)OC (7-methoxy-isothiochroman-3-carboxylic acid methyl ester), Cl (HCl). Solvent: O (H2O), CO (MeOH). Conditions: temperature 60 celsius. Product: COC1=CC=C2CC(SCC2=C1)C(=O)O (7-methoxy-isothiochroman-3-carboxylic acid). Isolated yield 87.3%. Reaction SMILES: [OH-].[K+].C[O:4][C:5]([CH:7]1[CH2:16][C:15]2[C:10](=[CH:11][C:12]([O:17][CH3:18])=[CH:13][CH:14]=2)[CH2:9][S:8]1)=[O:6].Cl>CO.O>[CH3:18][O:17][C:12]1[CH:11]=[C:10]2[C:15]([CH2:16][CH:7]([C:5]([OH:6])=[O:4])[S:8][CH2:9]2)=[CH:14][CH:13]=1 |f:0.1|. Reported procedure: Potassium hydroxide (0.80 g, 14.3 mmol) was added to a solution of 7-methoxy-isothiochroman-3-carboxylic acid methyl ester (0.34 g, 1.43 mmol) in MeOH (50 mL). The solution was heated at 60° C. for 2 h, cooled to room temperature, and diluted with H2O (100 mL). The solution was made acidic with 6 M HCl and extracted with EtOAc (3×100 mL). The organic extracts were combined, dried (MgSO4) and concentrated to give 7-methoxy-isothiochroman-3-carboxylic acid (0.28 g, 88%) as a pale yellow solid. The... Starting materials: C(CC1=CC=CC=C1)N(N)C1=CC=C(C=C1)C (1-phenethyl-1-p-tolylhydrazine), C(CC(=O)C)(=O)OCC (ethyl acetoacetate). Run in Cl (HCl). Run at temperature 110 celsius. Product: CC=1N(C2=CC=C(C=C2C1C(=O)OCC)C)CCC1=CC=CC=C1 (ethyl 2,5-dimethyl-1-phenethyl-1H-indole-3-carboxylate). The yield is 61.1%. RXN SMILES: [CH2:1]([N:9]([C:11]1[CH:16]=[CH:15][C:14]([CH3:17])=[CH:13][CH:12]=1)N)[CH2:2][C:3]1[CH:8]=[CH:7][CH:6]=[CH:5][CH:4]=1.[C:18]([O:24][CH2:25][CH3:26])(=[O:23])[CH2:19][C:20]([CH3:22])=O>Cl>[CH3:22][C:20]1[N:9]([CH2:1][CH2:2][C:3]2[CH:8]=[CH:7][CH:6]=[CH:5][CH:4]=2)[C:11]2[C:16]([C:19]=1[C:18]([O:24][CH2:25][CH3:26])=[O:23])=[CH:15][C:14]([CH3:17])=[CH:13][CH:12]=2. Procedure details: 1-phenethyl-1-p-tolylhydrazine (3.7 g, 16.3 mmol) was dissolved in ethanolic HCl (40 mL, pH of the solution was acidic) and ethyl acetoacetate (2.0 mL, 16.3 mmol) was added to it. The reaction mixture was heated at 110° C. for 1.5 h at which point the reaction was found complete by TLC and LC-MS. The reaction mixture was concentrated under reduced pressure, the residue was suspended in saturated aqueous NaHCO3 (pH 9) and extracted with ethyl acetate (100 mL×2). The organic layer was separated, d... The reactants are ClC1=CC=C(C(C#N)C2=C(C=C(C=C2Cl)NN)Cl)C=C1 (4-(4-chloro-α-cyanobenzyl)-3,5-dichlorophenyl hydrazine), C(C1=CC=CC=C1)=O (benzaldehyde), S(=O)(=O)([O-])[O-].[Mg+2] (magnesium sulfate). The solvent is C(C)OC(C)=O (acetic acid ethyl ester). Reaction conditions: time 1 hour. Yields the product ClC1=CC=C(C(C#N)C2=C(C=C(C=C2Cl)NN=CC2=CC=CC=C2)Cl)C=C1 (benzaldehyde 4-(4-chloro-α-cyanobenzyl)-3,5-dichlorophenyl hydrazone). RXN SMILES: [Cl:1][C:2]1[CH:20]=[CH:19][C:5]([CH:6]([C:9]2[C:14]([Cl:15])=[CH:13][C:12]([NH:16][NH2:17])=[CH:11][C:10]=2[Cl:18])[C:7]#[N:8])=[CH:4][CH:3]=1.[CH:21](=O)[C:22]1[CH:27]=[CH:26][CH:25]=[CH:24][CH:23]=1.S([O-])([O-])(=O)=O.[Mg+2]>C(OC(=O)C)C>[Cl:1][C:2]1[CH:20]=[CH:19][C:5]([CH:6]([C:9]2[C:10]([Cl:18])=[CH:11][C:12]([NH:16][N:17]=[CH:21][C:22]3[CH:27]=[CH:26][CH:25]=[CH:24][CH:23]=3)=[CH:13][C:14]=2[Cl:15])[C:7]#[N:8])=[CH:4][CH:3]=1 |f:2.3|. Procedure: In 30 ml of acetic acid ethyl ester was dissolved 3.26 g of 4-(4-chloro-α-cyanobenzyl)-3,5-dichlorophenyl hydrazine. To the solution was added equimolar benzaldehyde and three times as much mol. of anhydrous magnesium sulfate, then the reaction was allowed to proceed for one hour at room temperature. After completion of the reaction, insolubles were removed, and the solution was concentrated, which was recrystallized from acetonitrile to afford 3.3 g of the titled compound as colorless crystals,... Starting materials: CC(=O)OI1(C=2C=CC=CC2C(=O)O1)(OC(=O)C)OC(=O)C (Dess Martin periodinane), OCCC1=C(C=CC=C1)N1C(CCCC1)=O (1-[2-(2-hydroxyethyl)phenyl]piperidin-2-one), CC(=O)OI1(C=2C=CC=CC2C(=O)O1)(OC(=O)C)OC(=O)C (Dess Martin periodinane). The solvent is ClCCl (dichloromethane). Conditions: time 8 hour. The product is O=C1N(CCCC1)C1=C(C=CC=C1)CC=O ([2-(2-oxopiperidin-1-yl)phenyl]acetaldehyde). RXN SMILES: CC(OI1(OC(C)=O)(OC(C)=O)OC(=O)C2C=CC=CC1=2)=O.[OH:23][CH2:24][CH2:25][C:26]1[CH:31]=[CH:30][CH:29]=[CH:28][C:27]=1[N:32]1[CH2:37][CH2:36][CH2:35][CH2:34][C:33]1=[O:38]>ClCCl>[O:38]=[C:33]1[CH2:34][CH2:35][CH2:36][CH2:37][N:32]1[C:27]1[CH:28]=[CH:29][CH:30]=[CH:31][C:26]=1[CH2:25][CH:24]=[O:23]. Procedure: Dess Martin periodinane (3.36 g, 7.91 mmol, 1.3 eq) is added portionwise under stirring to 1-[2-(2-hydroxyethyl)phenyl]piperidin-2-one a2-2 (1.33 g, 6.09 mmol, 1 eq) in dichloromethane (40 ml). After a few hours additional Dess Martin periodinane (1.29 g, 3.04 mmol, 0.5 eq) is added and the reaction mixture is stirred overnight at room temperature, then filtrated and evaporated to dryness to afford crude [2-(2-oxopiperidin-1-yl)phenyl]acetaldehyde a3-1, which is used in the next step without any... RXN SMILES: [Br:32][N:33]1[C:34](=[O:35])[CH2:36][CH2:37][C:38]1=[O:39].[CH3:1][n:2]1[n:3][cH:4][c:5](-[c:7]2[n:8][c:9]([NH:17][CH:18]3[CH:19]([NH:24][C:25]([O:26][C:27]([CH3:28])([CH3:29])[CH3:30])=[O:31])[CH2:20][CH2:21][CH2:22][CH2:23]3)[cH:10][c:11]3[c:12]2[C:13](=[O:16])[NH:14][CH2:15]3)[cH:6]1.[Cl:40][CH2:41][Cl:42]>>[CH3:1][n:2]1[n:3][cH:4][c:5](-[c:7]2[n:8][c:9]([NH:17][CH:18]3[CH:19]([NH:24][C:25]([O:26][C:27]([CH3:28])([CH3:29])[CH3:30])=[O:31])[CH2:20][CH2:21][CH2:22][CH2:23]3)[c:10]([Br:32])[c:11]3[c:12]2[C:13](=[O:16])[NH:14][CH2:15]3)[cH:6]1. Reactants: O=C1CCC(=O)N1Br, Cn1cc(-c2nc(NC3CCCCC3NC(=O)OC(C)(C)C)cc3c2C(=O)NC3)cn1, ClCCl. Yields the product Cn1cc(-c2nc(NC3CCCCC3NC(=O)OC(C)(C)C)c(Br)c3c2C(=O)NC3)cn1. The reactants are OCCCl, O=C(O)C(O)c1ccccc1. The product is O=C(OCCCl)C(O)c1ccccc1. As a reaction SMILES: [OH:12][CH2:13][CH2:14][Cl:15].[OH:1][CH:2]([C:3](=[O:4])[OH:5])[c:6]1[cH:7][cH:8][cH:9][cH:10][cH:11]1>>[OH:1][CH:2]([C:3](=[O:4])[O:5][CH2:13][CH2:14][Cl:15])[c:6]1[cH:7][cH:8][cH:9][cH:10][cH:11]1. Starting materials: NC=1SC=CN1 (2-aminothiazole), C(C1=CC=CC=C1)(=O)N=C=S (benzoyl isothiocyanate). Run in CC(=O)C (acetone). Reaction conditions: time 16 hour. Yields the product S1C(=NC=C1)NC(=S)N (N-1,3-thiazol-2-ylthiourea). Yield: 71.6%. RXN SMILES: [NH2:1][C:2]1[S:3][CH:4]=[CH:5][N:6]=1.C([N:15]=[C:16]=[S:17])(=O)C1C=CC=CC=1>CC(C)=O>[S:3]1[CH:4]=[CH:5][N:6]=[C:2]1[NH:1][C:16]([NH2:15])=[S:17]. Reported procedure: To a solution of 2-aminothiazole (630 mg, 6.29 mmol) in acetone (30 mL) was slowly added benzoyl isothiocyanate (845 μL, 6.29 mmol) at room temperature. The reaction mixture was heated to a gentle reflux for 6.5 h, at which time it was cooled to room temperature and concentrated in vacuo. The residue was added acetonitrile (50 mL) and the yellow precipitate was filtered. The filtrate was concentrated in vacuo and the residue was taken up in 10% aqueous sodium hydroxide (50 mL). The heterogeneous... The reagents and catalysts are C(C)(C)(C)P([C-]1C=CC=C1)C(C)(C)C.[C-]1(C=CC=C1)P(C(C)(C)C)C(C)(C)C.[Fe+2] (1,1′-bis(di-tert-butylphosphino)ferrocene), C(C)(=O)[O-].[Pd+2].C(C)(=O)[O-] (palladium (II) acetate). Reaction conditions: temperature 90 celsius. Product: C(N)(=O)[C@@]1(C([C@@H](CC1)NC=1C=2N(N=CC1C(=O)N)C=C(C2)C=2C=NC(=CC2)OC)(C)C)C (4-((1R,3S)-3-carbamoyl-2,2,3-trimethylcyclopentylamino)-6-(6-methoxypyridin-3-yl)pyrrolo[1,2-b]pyridazine-3-carboxamide). As a reaction SMILES: Br[C:2]1[CH:3]=[C:4]2[C:9]([NH:10][C@@H:11]3[CH2:15][CH2:14][C@@:13]([C:17](=[O:19])[NH2:18])([CH3:16])[C:12]3([CH3:21])[CH3:20])=[C:8]([C:22]([NH2:24])=[O:23])[CH:7]=[N:6][N:5]2[CH:25]=1.[CH3:26][O:27][C:28]1[N:33]=[CH:32][C:31](B(O)O)=[CH:30][CH:29]=1.P([O-])([O-])([O-])=O.[K+].[K+].[K+]>CN(C=O)C.C(P(C(C)(C)C)[C-]1C=CC=C1)(C)(C)C.[C-]1(P(C(C)(C)C)C(C)(C)C)C=CC=C1.[Fe+2].C([O-])(=O)C.[Pd+2].C([O-])(=O)C>[C:17]([C@@:13]1([CH3:16])[CH2:14][CH2:15][C@@H:11]([NH:10][C:9]2[C:4]3[N:5]([CH:25]=[C:2]([C:31]4[CH:32]=[N:33][C:28]([O:27][CH3:26])=[CH:29][CH:30]=4)[CH:3]=3)[N:6]=[CH:7][C:8]=2[C:22]([NH2:24])=[O:23])[C:12]1([CH3:21])[CH3:20])(=[O:19])[NH2:18] |f:2.3.4.5,7.8.9,10.11.12|. Starting materials: COC1=CC=C(C=N1)B(O)O (6-methoxypyridin-3-ylboronic acid), BrC=1C=C2N(N=CC(=C2N[C@H]2C([C@@](CC2)(C)C(N)=O)(C)C)C(=O)N)C1 (6-bromo-4-((1R,3S)-3-carbamoyl-2,2,3-trimethylcyclopentylamino)pyrrolo[1,2-b]pyridazine-3-carboxamide), P(=O)([O-])([O-])[O-].[K+].[K+].[K+] (potassium phosphate), solution. The solvent is CN(C)C=O (DMF). Procedure: A solution of 6-bromo-4-((1R,3S)-3-carbamoyl-2,2,3-trimethylcyclopentylamino)pyrrolo[1,2-b]pyridazine-3-carboxamide (50 mg, 0.122 mmol) in DMF (816 μl) was added into a reaction vial charged with 6-methoxypyridin-3-ylboronic acid (37.5 mg, 0.245 mmol), 1,1′-bis(di-tert-butylphosphino)ferrocene (5.88 mg, 0.012 mmol) and palladium (II) acetate (2.75 mg, 0.012 mmol), followed by addition of a 2.0 M aqueous potassium phosphate, dibasic solution (184 μl, 0.367 mmol). The suspension was purged with ni... Isolated yield 20.5%. The reactants are Cc1ccccc1-c1nc(S(C)(=O)=O)nc2c1C(=O)N(Cc1cc(C(F)(F)F)cc(C(F)(F)F)c1)CCCN2, C1CC(N2CCOCC2)CCN1. The product is Cc1ccccc1-c1nc(N2CCC(N3CCOCC3)CC2)nc2c1C(=O)N(Cc1cc(C(F)(F)F)cc(C(F)(F)F)c1)CCCN2. RXN SMILES: [F:1][C:2]([c:3]1[cH:4][c:5]([CH2:6][N:7]2[C:8](=[O:30])[c:9]3[c:10]([n:15][c:16]([S:26]([CH3:27])(=[O:28])=[O:29])[n:17][c:18]3-[c:19]3[c:20]([CH3:25])[cH:21][cH:22][cH:23][cH:24]3)[NH:11][CH2:12][CH2:13][CH2:14]2)[cH:31][c:32]([C:34]([F:35])([F:36])[F:37])[cH:33]1)([F:38])[F:39].[O:40]1[CH2:41][CH2:42][N:43]([CH:46]2[CH2:47][CH2:48][NH:49][CH2:50][CH2:51]2)[CH2:44][CH2:45]1>>[F:1][C:2]([c:3]1[cH:4][c:5]([CH2:6][N:7]2[C:8](=[O:30])[c:9]3[c:10]([n:15][c:16]([N:49]4[CH2:48][CH2:47][CH:46]([N:43]5[CH2:42][CH2:41][O:40][CH2:45][CH2:44]5)[CH2:51][CH2:50]4)[n:17][c:18]3-[c:19]3[c:20]([CH3:25])[cH:21][cH:22][cH:23][cH:24]3)[NH:11][CH2:12][CH2:13][CH2:14]2)[cH:31][c:32]([C:34]([F:35])([F:36])[F:37])[cH:33]1)([F:38])[F:39]. Starting materials: FC=1C=C(C=CC1I)N1C(O[C@H](C1)CO)=O ((5R)-3-(3-Fluoro-4-iodophenyl)-5-(hydroxymethyl)-1,3-oxazolidin-2-one), C[Sn](C1=CC=C(S1)C1=NOC(C1)CO)(C)C ({3-[5-(trimethylstannyl)thien-2-yl]4,5-dihydroisoxazol-5-yl}methanol), O1C(=CC=C1)P(C=1OC=CC1)C=1OC=CC1 (tri-2-furylphosphine). Reagents/catalysts: C1=CC=C(C=C1)/C=C/C(=O)/C=C/C2=CC=CC=C2.C1=CC=C(C=C1)/C=C/C(=O)/C=C/C2=CC=CC=C2.C1=CC=C(C=C1)/C=C/C(=O)/C=C/C2=CC=CC=C2.C(Cl)(Cl)Cl.[Pd].[Pd] (tris(dibenzylideneacetone) dipalladium (0)-chloroform adduct). Run at temperature 90 celsius. Yields the product FC=1C=C(C=CC1C=1SC(=CC1)C1=NOC(C1)CO)N1C(O[C@H](C1)CO)=O ((5R)-3-(3-Fluoro-4-{5-[5-(hydroxymethyl)-4,5-dihydroisoxazol-3-yl]thien-2-yl}phenyl)-5-(hydroxymethyl)-1,3-oxazolidin-2-one). The yield is 26.5%. As a reaction SMILES: [F:1][C:2]1[CH:3]=[C:4]([N:9]2[CH2:13][C@H:12]([CH2:14][OH:15])[O:11][C:10]2=[O:16])[CH:5]=[CH:6][C:7]=1I.C[Sn](C)(C)[C:19]1[S:23][C:22]([C:24]2[CH2:28][CH:27]([CH2:29][OH:30])[O:26][N:25]=2)=[CH:21][CH:20]=1.O1C=CC=C1P(C1OC=CC=1)C1OC=CC=1>C1C=CC(/C=C/C(/C=C/C2C=CC=CC=2)=O)=CC=1.C1C=CC(/C=C/C(/C=C/C2C=CC=CC=2)=O)=CC=1.C1C=CC(/C=C/C(/C=C/C2C=CC=CC=2)=O)=CC=1.C(Cl)(Cl)Cl.[Pd].[Pd]>[F:1][C:2]1[CH:3]=[C:4]([N:9]2[CH2:13][C@H:12]([CH2:14][OH:15])[O:11][C:10]2=[O:16])[CH:5]=[CH:6][C:7]=1[C:19]1[S:23][C:22]([C:24]2[CH2:28][CH:27]([CH2:29][OH:30])[O:26][N:25]=2)=[CH:21][CH:20]=1 |f:3.4.5.6.7.8|. Reported procedure: (5R)-3-(3-Fluoro-4-iodophenyl)-5-(hydroxymethyl)-1,3-oxazolidin-2-one (195 mg, 0.58 mM), {3-[5-(trimethylstannyl)thien-2-yl]4,5-dihydroisoxazol-5-yl}methanol (200 mg, 0.58 mM), tris(dibenzylideneacetone) dipalladium (0)-chloroform adduct (60 mg, 0.058 mM) and tri-2-furylphosphine (27 mg, 0.116 mM) were placed in a flask. The solids were degassed and placed under nitrogen. Anhydrous dioxane (5 ml) was added and the suspension was heated at 90° C. for 16 hours. The reaction mixture was cooled and ...